From a dataset of the Open Reaction Database (ORD), a public repository of structured organic reaction records. describe an organic reaction: reactants, conditions, products, and yield Starting materials: O.NC1=NN=NN1 (5-aminotetrazole monohydrate), CC1=C(C(=O)Cl)C(=CC=C1)[N+](=O)[O-] (2-methyl-6-nitrobenzoyl chloride). Solvent: O1CCCC1 (tetrahydrofuran), O (water), O1CCCC1 (tetrahydrofuran). Conditions: time 16 hour. The product is CC1=C(C(=O)NC2=NN=NN2)C(=CC=C1)[N+](=O)[O-] (2-methyl-6-nitro-N-(1H-tetrazol-5-yl)benzamide). RXN SMILES: O.[NH2:2][C:3]1[NH:7][N:6]=[N:5][N:4]=1.[CH3:8][C:9]1[CH:17]=[CH:16][CH:15]=[C:14]([N+:18]([O-:20])=[O:19])[C:10]=1[C:11](Cl)=[O:12]>O1CCCC1.O>[CH3:8][C:9]1[CH:17]=[CH:16][CH:15]=[C:14]([N+:18]([O-:20])=[O:19])[C:10]=1[C:11]([NH:2][C:3]1[NH:7][N:6]=[N:5][N:4]=1)=[O:12] |f:0.1|. Procedure: To a warm solution of 28 g of 5-aminotetrazole monohydrate in 300 ml of tetrahydrofuran and 15 ml of water was added 26.7 g of 2-methyl-6-nitrobenzoyl chloride in 50 ml of tetrahydrofuran. The solution was allowed to stand for 16 hours, the solvent was evaporated and the residue was treated with water. The solid obtained was separated by filtration, slurried with ether and again separated by filtration to give 2-methyl-6-nitro-N-(1H-tetrazol-5-yl)benzamide melting at about 230°-232° C.